From a dataset of the Open Reaction Database (ORD), a public repository of structured organic reaction records. describe an organic reaction: reactants, conditions, products, and yield Starting materials: S(=O)(O)[O-].[Na+] (sodium hydrogen sulfite), O=[O+][O-] (Ozone), C(C)(=O)OC1=C(C=CC=C1CC=C)OC=1C(=CC=CC1)C (o-tolyl 2-acetoxy-3-allylphenyl ether), OO (Hydrogen peroxide). The solvent is C(C)(=O)O (acetic acid). Conditions: time 45 minute. Product: C1(=C(C=CC=C1)OC1=CC=CC=2CC(OC21)=O)C (7-(o-tolyloxy)-2,3-dihydrobenzofuran-2-one). Yield: 22.9%. As a reaction SMILES: O=[O+][O-].[C:4]([O:7][C:8]1[C:13]([CH2:14]C=C)=[CH:12][CH:11]=[CH:10][C:9]=1[O:17][C:18]1[C:19]([CH3:24])=[CH:20][CH:21]=[CH:22][CH:23]=1)(=[O:6])C.OO.S([O-])(O)=O.[Na+]>C(O)(=O)C>[C:19]1([CH3:24])[CH:20]=[CH:21][CH:22]=[CH:23][C:18]=1[O:17][C:9]1[C:8]2[O:7][C:4](=[O:6])[CH2:14][C:13]=2[CH:12]=[CH:11][CH:10]=1 |f:3.4|. Procedure details: Ozone gas was introduced into a solution of o-tolyl 2-acetoxy-3-allylphenyl ether (5.64 g) in acetic acid (80 ml) at 15° C. with stirring for 45 minutes. 30% Hydrogen peroxide (4 ml) was added to the solution and allowed to stand overnight at room temperature. Aqueous sodium hydrogen sulfite was added to the solution, and the mixture was extracted with diethyl ether. The extract was washed with water, dried over magnesium sulfate and then evaporated. The oily residue (4.0 g) was dissolved in a m...